Dataset: the Open Reaction Database (ORD), a public repository of structured organic reaction records. Task: describe an organic reaction: reactants, conditions, products, and yield The reactants are C1=C(c2c[nH]c3ccncc23)CC2CCCN2C1, C1CCOC1, C[Si](C)(C)[N-][Si](C)(C)C, [Na+], O=S(=O)(Cl)c1cccc2ccccc12. Yields the product O=S(=O)(c1cccc2ccccc12)n1cc(C2=CCN3CCCC3C2)c2cnccc21. As a reaction SMILES: [CH2:1]1[CH2:2][CH2:3][N:4]2[CH2:5][CH:6]=[C:7]([c:10]3[cH:11][nH:12][c:13]4[cH:14][cH:15][n:16][cH:17][c:18]34)[CH2:8][CH:9]12.[CH2:43]1[O:44][CH2:45][CH2:46][CH2:47]1.[CH3:34][Si:35]([N-:36][Si:37]([CH3:38])([CH3:39])[CH3:40])([CH3:41])[CH3:42].[Na+:33].[c:19]1([S:29](=[O:30])(=[O:31])[Cl:32])[cH:20][cH:21][cH:22][c:23]2[cH:24][cH:25][cH:26][cH:27][c:28]12>>[CH2:1]1[CH2:2][CH2:3][N:4]2[CH2:5][CH:6]=[C:7]([c:10]3[cH:11][n:12]([S:29]([c:19]4[cH:20][cH:21][cH:22][c:23]5[cH:24][cH:25][cH:26][cH:27][c:28]45)(=[O:30])=[O:31])[c:13]4[cH:14][cH:15][n:16][cH:17][c:18]34)[CH2:8][CH:9]12.